This data is from the Open Reaction Database (ORD), a public repository of structured organic reaction records. The task is: describe an organic reaction: reactants, conditions, products, and yield Reaction SMILES: [C:21](=[O:22])([O-:23])[O-:24].[CH2:1]([CH3:2])[O:3][C:4]([c:5]1[c:6]([O:11][c:12]2[cH:13][cH:14][c:15]([C:18]#[N:19])[cH:16][cH:17]2)[n:7][cH:8][cH:9][cH:10]1)=[O:20].[CH3:27][OH:28].[K+:25].[K+:26].[OH2:29]>>[CH3:1][O:3][C:4]([c:5]1[c:6]([O:11][c:12]2[cH:13][cH:14][c:15]([C:18]#[N:19])[cH:16][cH:17]2)[n:7][cH:8][cH:9][cH:10]1)=[O:20]. Product: COC(=O)c1cccnc1Oc1ccc(C#N)cc1. The reactants are O=C([O-])[O-], CCOC(=O)c1cccnc1Oc1ccc(C#N)cc1, CO, [K+], [K+], O. Starting materials: BrCc1cccc2c1OCC2, CN(C)C=O, [N-]=[N+]=[N-], [Na+], O. Product: [N-]=[N+]=NCc1cccc2c1OCC2. Reaction SMILES: [Br:1][CH2:2][c:3]1[cH:4][cH:5][cH:6][c:7]2[c:11]1[O:10][CH2:9][CH2:8]2.[CH3:17][N:18]([CH3:19])[CH:20]=[O:21].[N-:13]=[N+:14]=[N-:15].[Na+:12].[OH2:16]>>[CH2:2]([c:3]1[cH:4][cH:5][cH:6][c:7]2[c:11]1[O:10][CH2:9][CH2:8]2)[N:13]=[N+:14]=[N-:15]. The reactants are C[S-], CN(C)C=O, CCOC(C)=O, CCOC(=O)Cc1ccc(Cl)nc1, [Na+]. The product is CCOC(=O)Cc1ccc(SC)nc1. As a reaction SMILES: [CH3:14][S-:15].[CH3:17][N:18]([CH3:19])[CH:20]=[O:21].[CH3:22][CH2:23][O:24][C:25](=[O:26])[CH3:27].[Cl:1][c:2]1[cH:3][cH:4][c:5]([CH2:8][C:9](=[O:10])[O:11][CH2:12][CH3:13])[cH:6][n:7]1.[Na+:16]>>[c:2]1([S:15][CH3:14])[cH:3][cH:4][c:5]([CH2:8][C:9](=[O:10])[O:11][CH2:12][CH3:13])[cH:6][n:7]1. Reported procedure: Using a procedure similar to that described in Example 1, except using 2-amino-3-(3-methoxy-6-trifluoromethyl-2H-indazol-2-yl)-2-methylpropionitrile (50 mg, described in Example 120) and 4-trifluoromethylthiobenzoyl chloride, the title compound was isolated as a white solid (66 mg, 78%). MS (ES): M/Z [M+H]=503. 1H NMR: (400 MHz, DMSO-d6): 1.72 (s, 3H), 4.24 (s, 3H), 4.84 (d, J=13.8 Hz, 1H), 4.96 (d, J=13.9 Hz, 1H), 7.08 (dd, J=9.0, 1.4 Hz, 1H), 7.85 (s, 1H), 7.88 (d, J=8.2 Hz, 2H), 7.94-7.99 (m,... Product: C(#N)C(CN1N=C2C=C(C=CC2=C1OC)C(F)(F)F)(C)NC(C1=CC=C(C=C1)C(F)(F)F)=S (N-[1-Cyano-2-(3-methoxy-6-trifluoromethyl-2H-indazol-2-yl)-1-methylethyl]-4-trifluoromethylthiobenzamide), solid. Reactants: NC(C#N)(CN1N=C2C=C(C=CC2=C1OC)C(F)(F)F)C (2-amino-3-(3-methoxy-6-trifluoromethyl-2H-indazol-2-yl)-2-methylpropionitrile), FC(C1=CC=C(C(=S)Cl)C=C1)(F)F (4-trifluoromethylthiobenzoyl chloride). Yield: 78.0%. RXN SMILES: [NH2:1][C:2]([CH3:21])([CH2:5][N:6]1[C:14]([O:15][CH3:16])=[C:13]2[C:8]([CH:9]=[C:10]([C:17]([F:20])([F:19])[F:18])[CH:11]=[CH:12]2)=[N:7]1)[C:3]#[N:4].[F:22][C:23]([F:34])([F:33])[C:24]1[CH:32]=[CH:31][C:27]([C:28](Cl)=[S:29])=[CH:26][CH:25]=1>>[C:3]([C:2]([NH:1][C:28](=[S:29])[C:27]1[CH:26]=[CH:25][C:24]([C:23]([F:22])([F:33])[F:34])=[CH:32][CH:31]=1)([CH3:21])[CH2:5][N:6]1[C:14]([O:15][CH3:16])=[C:13]2[C:8]([CH:9]=[C:10]([C:17]([F:19])([F:20])[F:18])[CH:11]=[CH:12]2)=[N:7]1)#[N:4]. Starting materials: COC=1C=C2C(=NC=NC2=CC1OC)OC1=CC(=C(N)C=C1)OC (4-[(6,7-Dimethoxy-4-quinazolinyl)oxy]-2-methoxyaniline), ClC(Cl)(OC(OC(Cl)(Cl)Cl)=O)Cl (triphosgene), C([O-])(O)=O.[Na+] (sodium bicarbonate), COC1=C(C=CC=C1)CO ((2-methoxyphenyl)methanol). Solvent: C(C)N(CC)CC (triethylamine), C1(=CC=CC=C1)C (toluene), C(Cl)Cl (methylene chloride). Yields the product COC=1C=C2C(=NC=NC2=CC1OC)OC1=CC(=C(C=C1)NC(OCC1=C(C=CC=C1)OC)=O)OC (2-Methoxybenzyl N-{4-[(6,7-dimethoxy-4-quinazolinyl)oxy]-2-methoxyphenyl}carbamate). Isolated yield 98.6%. As a reaction SMILES: [CH3:1][O:2][C:3]1[CH:4]=[C:5]2[C:10](=[CH:11][C:12]=1[O:13][CH3:14])[N:9]=[CH:8][N:7]=[C:6]2[O:15][C:16]1[CH:22]=[CH:21][C:19]([NH2:20])=[C:18]([O:23][CH3:24])[CH:17]=1.ClC(Cl)(O[C:29](=[O:35])[O:30][C:31](Cl)(Cl)Cl)Cl.[CH3:37][O:38][C:39]1[CH:44]=[CH:43][CH:42]=[CH:41][C:40]=1CO.C(=O)(O)[O-].[Na+]>C(Cl)Cl.C(N(CC)CC)C.C1(C)C=CC=CC=1>[CH3:1][O:2][C:3]1[CH:4]=[C:5]2[C:10](=[CH:11][C:12]=1[O:13][CH3:14])[N:9]=[CH:8][N:7]=[C:6]2[O:15][C:16]1[CH:22]=[CH:21][C:19]([NH:20][C:29](=[O:35])[O:30][CH2:31][C:40]2[CH:41]=[CH:42][CH:43]=[CH:44][C:39]=2[O:38][CH3:37])=[C:18]([O:23][CH3:24])[CH:17]=1 |f:3.4|. Reported procedure: 4-[(6,7-Dimethoxy-4-quinazolinyl)oxy]-2-methoxyaniline (100 mg) was added to toluene (10 ml) and triethylamine (1 ml), and the mixture was heated under reflux to prepare a solution. A solution of triphosgene (140 mg) in methylene chloride was then added thereto, and the mixture was heated under reflux for 10 min. Next, (2-methoxyphenyl)methanol (58 mg) was added thereto, and the mixture was further stirred with heating under reflux for 3 hr. A saturated aqueous sodium bicarbonate solution was ad...